From a dataset of the Open Reaction Database (ORD), a public repository of structured organic reaction records. describe an organic reaction: reactants, conditions, products, and yield Reactants: COC(CN(CC(C)NC(=O)OC(C)(C)C)CC1=CC=CC=C1)=O ([benzyl-(2-tertbutoxycarbonylamino-propyl)-amino]-acetic acid methyl ester), C(=O)(C(F)(F)F)O (TFA). Run in C(Cl)Cl (CH2Cl2). The product is C(C1=CC=CC=C1)N1CC(N[C@H](C1)C)=O (1-benzyl-5-(S)-methyl-3-oxo-piperazine). As a reaction SMILES: COC(=O)[CH2:4][N:5]([CH2:17][C:18]1[CH:23]=[CH:22][CH:21]=[CH:20][CH:19]=1)[CH2:6][CH:7]([NH:9][C:10](OC(C)(C)C)=[O:11])[CH3:8].C(O)(C(F)(F)F)=O>C(Cl)Cl>[CH2:17]([N:5]1[CH2:6][C@H:7]([CH3:8])[NH:9][C:10](=[O:11])[CH2:4]1)[C:18]1[CH:23]=[CH:22][CH:21]=[CH:20][CH:19]=1. Procedure details: Ester (2) was stirred in a 50:50 solution of TFA:CH2Cl2 for 1 hour. The solvent was then removed, and the residue was redissolved in methylene chloride and washed with a saturated solution of Na2CO3. The organic layer was then separated and dried over MgSO4 giving desired piperazine compound (3) as a white solid (87%).